This data is from the Open Reaction Database (ORD), a public repository of structured organic reaction records. The task is: describe an organic reaction: reactants, conditions, products, and yield Starting materials: BrC=1C=C(C=CC1)C1=C(C(N(C2=NC(=CC=C12)C)CC)=O)C1CCN(CC1)C(=O)OCC (4-(3-bromophenyl)-3-(1-ethoxycarbonylpiperidin-4-yl)-1-ethyl-7-methyl-1,8-naphthyridin-2(1H)-one). Run in Cl (hydrochloric acid). Reaction conditions: temperature 100 celsius, time 3 hour. The product is BrC=1C=C(C=CC1)C1=C(C(N(C2=NC(=CC=C12)C)CC)=O)C1CCNCC1 (4-(3-bromophenyl)-1-ethyl-7-methyl-3-(piperidin-4-yl)-1,8-naphthyridin-2(1H)-one). Yield: 32.6%. RXN SMILES: [Br:1][C:2]1[CH:3]=[C:4]([C:8]2[C:17]3[C:12](=[N:13][C:14]([CH3:18])=[CH:15][CH:16]=3)[N:11]([CH2:19][CH3:20])[C:10](=[O:21])[C:9]=2[CH:22]2[CH2:27][CH2:26][N:25](C(OCC)=O)[CH2:24][CH2:23]2)[CH:5]=[CH:6][CH:7]=1>Cl>[Br:1][C:2]1[CH:3]=[C:4]([C:8]2[C:17]3[C:12](=[N:13][C:14]([CH3:18])=[CH:15][CH:16]=3)[N:11]([CH2:19][CH3:20])[C:10](=[O:21])[C:9]=2[CH:22]2[CH2:27][CH2:26][NH:25][CH2:24][CH2:23]2)[CH:5]=[CH:6][CH:7]=1. Procedure details: To 1.28 g of 4-(3-bromophenyl)-3-(1-ethoxycarbonylpiperidin-4-yl)-1-ethyl-7-methyl-1,8-naphthyridin-2(1H)-one was added 20 ml of concentrated hydrochloric acid, followed by stirring at 100° C. for 3 hours. The solvent was evaporated and, after the residue was made alkaline by adding concentrated aqueous ammonia, the mixture was extracted with ethyl acetate. The organic layer was washed with saturated brine, and then dried over anhydrous sodium sulfate. After removal of the solvent from the organ... The reactants are C1CCOC1, COC(=O)c1cc(OC(C)=O)c2ccnc(C3CC3)c2c1, CCOC(C)=O, Cl, [K+], [K+], O=C([O-])[O-]. Product: COC(=O)c1cc(O)c2ccnc(C3CC3)c2c1. Reaction SMILES: [CH2:29]1[O:30][CH2:31][CH2:32][CH2:33]1.[CH3:1][O:2][C:3](=[O:4])[c:5]1[cH:6][c:7]([O:18][C:19](=[O:20])[CH3:21])[c:8]2[cH:9][cH:10][n:11][c:12]([CH:15]3[CH2:16][CH2:17]3)[c:13]2[cH:14]1.[CH3:34][CH2:35][O:36][C:37]([CH3:38])=[O:39].[ClH:28].[K+:22].[K+:23].[O-:24][C:25]([O-:26])=[O:27]>>[CH3:1][O:2][C:3](=[O:4])[c:5]1[cH:6][c:7]([OH:18])[c:8]2[cH:9][cH:10][n:11][c:12]([CH:15]3[CH2:16][CH2:17]3)[c:13]2[cH:14]1. Starting materials: CCO, CCOC(=O)C(=CNC1CC1)C(=O)c1c(F)c(OC(F)F)c(F)c(F)c1[N+](=O)[O-]. Product: CCOC(=O)C(=CNC1CC1)C(=O)c1c(N)c(F)c(F)c(OC(F)F)c1F. As a reaction SMILES: [CH3:30][CH2:31][OH:32].[CH:1]1([NH:4][CH:5]=[C:6]([C:7](=[O:8])[O:9][CH2:10][CH3:11])[C:12]([c:13]2[c:14]([F:28])[c:15]([O:24][CH:25]([F:26])[F:27])[c:16]([F:23])[c:17]([F:22])[c:18]2[N+:19]([O-:20])=[O:21])=[O:29])[CH2:2][CH2:3]1>>[CH:1]1([NH:4][CH:5]=[C:6]([C:7](=[O:8])[O:9][CH2:10][CH3:11])[C:12]([c:13]2[c:14]([F:28])[c:15]([O:24][CH:25]([F:26])[F:27])[c:16]([F:23])[c:17]([F:22])[c:18]2[NH2:19])=[O:29])[CH2:2][CH2:3]1. Starting materials: C(C)(C)(C)OC(=O)N(C)[C@H]1CNCC1 ((R)-3-[N-(tert-butoxycarbonyl)-N-methylamino]pyrrolidine), C(C)(C)(C)OC(=O)N(C)[C@H]1CN(CC1)S(=O)(=O)C=1C=2C(=CN=C(C2C=CC1)Cl)Br ((R)-3-[N-(tert-Butoxycarbonyl)-N-methylamino]-1-(1-chloro-4-bromo-5-isoquinolinesulfonyl)pyrrolidine), C(C)(C)(C)OC(=O)N(C)[C@H]1CN(CC1)S(=O)(=O)C=1C=2C(=CN=C(C2C=CC1)Cl)Br ((R)-3-[N-(tert-Butoxycarbonyl)-N-methylamino]-1-(1-chloro-4-bromo-5-isoquinolinesulfonyl)pyrrolidine), C(C)(C)(C)OC(=O)N(C)[C@@H]1CNCC1 ((S)-3-[N-(tert-butoxycarbonyl)-N-methyl-amino]pyrrolidine). The product is OC1=NC=C(C=2C(=CC=CC12)S(=O)(=O)N1C[C@@H](CC1)NC)Br ((R)-1-(1-Hydroxy-4-bromo-5-isoquinolinesulfonyl)-3-(methylamino)pyrrolidine), Cl (hydrochloride). RXN SMILES: C(OC([N:8]([C@@H:10]1[CH2:14][CH2:13][N:12]([S:15]([C:18]2[C:19]3[C:20]([Br:29])=[CH:21][N:22]=[C:23]([Cl:28])[C:24]=3[CH:25]=[CH:26][CH:27]=2)(=[O:17])=[O:16])[CH2:11]1)[CH3:9])=O)(C)(C)C.C([O:34]C(N([C@@H]1CCNC1)C)=O)(C)(C)C.C(OC(N([C@H]1CCNC1)C)=O)(C)(C)C>>[OH:34][C:23]1[C:24]2[CH:25]=[CH:26][CH:27]=[C:18]([S:15]([N:12]3[CH2:13][CH2:14][C@@H:10]([NH:8][CH3:9])[CH2:11]3)(=[O:17])=[O:16])[C:19]=2[C:20]([Br:29])=[CH:21][N:22]=1.[ClH:28]. Reported procedure: (R)-3-[N-(tert-Butoxycarbonyl)-N-methylamino]-1-(1-chloro-4-bromo-5-isoquinolinesulfonyl)pyrrolidine (Intermediate 24b) can be prepared by using (R)-3-[N-(tert-butoxycarbonyl)-N-methylamino]pyrrolidine in the method of Example 35-1, Step A mentioned above instead of (S)-3-[N-(tert-butoxycarbonyl)-N-methyl-amino]pyrrolidine, and then used in the method of Example 35-1, Step B in a similar manner to obtain the title compound as hydrochloride.